This data is from the Open Reaction Database (ORD), a public repository of structured organic reaction records. The task is: describe an organic reaction: reactants, conditions, products, and yield Starting materials: FC1=C(C(=C(C=C1)[N+](=O)[O-])F)C (1,3-Difluoro-2-methyl-4-nitro-benzene), O (water), C(C1=CC=CC=C1)O (benzyl alcohol), C(=O)([O-])[O-].[K+].[K+] (K2CO3). Run in CN(C)C=O (DMF). Conditions: temperature 100 celsius. The product is C(C1=CC=CC=C1)OC1=C(C(=C(C=C1)[N+](=O)[O-])F)C (1-benzyloxy-3-fluoro-2-methyl-4-nitro-benzene). Isolated yield 33.3%. Reaction SMILES: F[C:2]1[CH:7]=[CH:6][C:5]([N+:8]([O-:10])=[O:9])=[C:4]([F:11])[C:3]=1[CH3:12].[CH2:13]([OH:20])[C:14]1[CH:19]=[CH:18][CH:17]=[CH:16][CH:15]=1.C([O-])([O-])=O.[K+].[K+].O>CN(C=O)C>[CH2:13]([O:20][C:2]1[CH:7]=[CH:6][C:5]([N+:8]([O-:10])=[O:9])=[C:4]([F:11])[C:3]=1[CH3:12])[C:14]1[CH:19]=[CH:18][CH:17]=[CH:16][CH:15]=1 |f:2.3.4|. Reported procedure: 1,3-Difluoro-2-methyl-4-nitro-benzene (16 g, 0.092 mol), benzyl alcohol (10 g, 0.092 mol) and K2CO3 (25.3 g, 0.18 mol), were combined in DMF (300 mL) and heated to 100° C. overnight. The mixture was poured into water and extracted with ethyl acetate (3×200 mL). The combined organic layers were washed with brine, dried (Na2SO4), concentrated in vacuo and purified by silica gel chromatography to give 1-benzyloxy-3-fluoro-2-methyl-4-nitro-benzene (8 g, 33% yield). 1H NMR (400 MHz, DMSO-d6): δ 8.04 ... Reactants: C(C=C)OC1(CCN(CC1)C1=C(C(=CC=2N1C=C(N2)C=2C=C(C=CC2)C2=C(C=C(C(=C2)F)C)O[C@@H](C)CC=C)C)[C@@H](C(=O)OC)OC(C)(C)C)C ((S)-methyl 2-(5-(4-(allyloxy)-4-methylpiperidin-1-yl)-2-(5′-fluoro-4′-methyl-2′-((S)-pent-4-en-2-yloxy)-[1,1′-biphenyl]-3-yl)-7-methylimidazo[1,2-a]pyridin-6-yl)-2-(tert-butoxy)acetate), C(C)(C)(C)O[C@H](C(=O)OCC)C1=C2N3CCC(OCC=CC[C@@H](OC=4C=C(C=CC4C4=CC=CC(C5=CN2C(C=C1C)=N5)=C4)F)C)(CC3)C (ethyl(2S)-2-(tert-butoxy)-2-[(22S)-18-fluoro-4,22,28-trimethyl-21,27-dioxa-1,7,34-triazahexacyclo[26.2.2.16,9.110,14.02,7.015,20]tetratriaconta-2,4,6(34),8,10(33),11,13,15(20),16,18,24-undecaen-3-yl]acetate). The product is C(C)(C)(C)O[C@H](C(=O)OC)C1=C2N3CCC(OCC=CC[C@@H](OC=4C=C(C(=CC4C4=CC=CC(C5=CN2C(C=C1C)=N5)=C4)F)C)C)(CC3)C (Methyl(2S)-2-(tert-butoxy)-2-[(22S)-17-fluoro-4,18,22,28-tetramethyl-21,27-dioxa-1,7,34-triazahexacyclo[26.2.2.16,9.110,14.02,7.015,20]tetratriaconta-2,4,6(34),8,10(33),11,13,15(20),16,18,24-undecaen-3-yl]acetate). The yield is 82.0%. Reaction SMILES: [CH2:1]([O:4][C:5]1([CH3:51])[CH2:10][CH2:9][N:8]([C:11]2[N:16]3[CH:17]=[C:18]([C:20]4[CH:21]=[C:22]([C:26]5[CH:31]=[C:30]([F:32])[C:29]([CH3:33])=[CH:28][C:27]=5[O:34][C@H:35]([CH2:37][CH:38]=[CH2:39])[CH3:36])[CH:23]=[CH:24][CH:25]=4)[N:19]=[C:15]3[CH:14]=[C:13]([CH3:40])[C:12]=2[C@H:41]([O:46][C:47]([CH3:50])([CH3:49])[CH3:48])[C:42]([O:44][CH3:45])=[O:43])[CH2:7][CH2:6]1)C=C.C(O[C@@H](C1C(C)=CC2=NC3=CN2C=1N1CCC(C)(OCC=CC[C@H](C)OC2C=C(F)C=CC=2C2C=C3C=CC=2)CC1)C(OCC)=O)(C)(C)C>>[C:47]([O:46][C@@H:41]([C:12]1[C:13]([CH3:40])=[CH:14][C:15]2=[N:19][C:18]3=[CH:17][N:16]2[C:11]=1[N:8]1[CH2:7][CH2:6][C:5]([CH3:51])([O:4][CH2:1][CH:39]=[CH:38][CH2:37][C@H:35]([CH3:36])[O:34][C:27]2[CH:28]=[C:29]([CH3:33])[C:30]([F:32])=[CH:31][C:26]=2[C:22]2[CH:21]=[C:20]3[CH:25]=[CH:24][CH:23]=2)[CH2:10][CH2:9]1)[C:42]([O:44][CH3:45])=[O:43])([CH3:48])([CH3:49])[CH3:50]. Procedure details: Prepared in 82% yield from (S)-methyl 2-(5-(4-(allyloxy)-4-methylpiperidin-1-yl)-2-(5′-fluoro-4′-methyl-2′-((S)-pent-4-en-2-yloxy)-[1,1′-biphenyl]-3-yl)-7-methylimidazo[1,2-a]pyridin-6-yl)-2-(tert-butoxy)acetate following the procedure for ethyl(2S)-2-(tert-butoxy)-2-[(22S)-18-fluoro-4,22,28-trimethyl-21,27-dioxa-1,7,34-triazahexacyclo[26.2.2.16,9.110,14.02,7.015,20]tetratriaconta-2,4,6(34),8,10(33),11,13,15(20),16,18,24-undecaen-3-yl]acetate. 1H NMR (400 MHz, CDCl3) δ 8.16 (d, J=7.8 Hz, 1H), 8....